This data is from the Open Reaction Database (ORD), a public repository of structured organic reaction records. The task is: describe an organic reaction: reactants, conditions, products, and yield The reactants are [Al+3], CCCCCC(=O)Cl, CCOC(=O)CCc1ccc(OC)cc1, [Cl-], [Cl-], [Cl-], ClCCl, O. The product is CCCCCC(=O)c1cc(CCC(=O)OCC)ccc1OC. As a reaction SMILES: [Al+3:25].[C:1]([CH2:2][CH2:3][CH2:4][CH2:5][CH3:6])(=[O:7])[Cl:8].[CH2:9]([CH3:10])[O:11][C:12]([CH2:13][CH2:14][c:15]1[cH:16][cH:17][c:18]([O:21][CH3:22])[cH:19][cH:20]1)=[O:23].[Cl-:24].[Cl-:26].[Cl-:27].[Cl:29][CH2:30][Cl:31].[OH2:28]>>[C:1]([CH2:2][CH2:3][CH2:4][CH2:5][CH3:6])(=[O:7])[c:19]1[c:18]([O:21][CH3:22])[cH:17][cH:16][c:15]([CH2:14][CH2:13][C:12]([O:11][CH2:9][CH3:10])=[O:23])[cH:20]1. Starting materials: CCN1C(=O)CN=C(c2ccccc2F)c2cc(C(C)=NO)ccc21, CCO, [H][H]. Product: CCN1C(=O)CN=C(c2ccccc2F)c2cc(C(C)N)ccc21. Reaction SMILES: [CH2:1]([CH3:2])[N:3]1[C:4](=[O:25])[CH2:5][N:6]=[C:7]([c:18]2[c:19]([F:24])[cH:20][cH:21][cH:22][cH:23]2)[c:8]2[c:9]1[cH:10][cH:11][c:12]([C:14]([CH3:15])=[N:16][OH:17])[cH:13]2.[CH3:28][CH2:29][OH:30].[H:26][H:27]>>[CH2:1]([CH3:2])[N:3]1[C:4](=[O:25])[CH2:5][N:6]=[C:7]([c:18]2[c:19]([F:24])[cH:20][cH:21][cH:22][cH:23]2)[c:8]2[c:9]1[cH:10][cH:11][c:12]([CH:14]([CH3:15])[NH2:16])[cH:13]2.